From a dataset of the Open Reaction Database (ORD), a public repository of structured organic reaction records. describe an organic reaction: reactants, conditions, products, and yield Reactants: Fc1cc(F)cc(Br)c1, Cc1ccc(Nc2cccnc2)c(C(=O)Nc2ccc(F)cn2)n1. Product: Cc1ccc(Nc2cc(F)cc(F)c2)c(C(=O)Nc2ccc(F)cn2)n1. Reaction SMILES: [Br:25][c:26]1[cH:27][c:28]([F:33])[cH:29][c:30]([F:32])[cH:31]1.[F:1][c:2]1[cH:3][cH:4][c:5]([NH:8][C:9](=[O:10])[c:11]2[n:12][c:13]([CH3:24])[cH:14][cH:15][c:16]2[NH:17][c:18]2[cH:19][n:20][cH:21][cH:22][cH:23]2)[n:6][cH:7]1>>[F:1][c:2]1[cH:3][cH:4][c:5]([NH:8][C:9](=[O:10])[c:11]2[n:12][c:13]([CH3:24])[cH:14][cH:15][c:16]2[NH:17][c:26]2[cH:27][c:28]([F:33])[cH:29][c:30]([F:32])[cH:31]2)[n:6][cH:7]1. Starting materials: O1C[C@@H](OC2=NC=CC=C21)C2=CC=C(C=O)C=C2 ((S)-4-(2,3-Dihydro-[1,4]dioxino[2,3-b]pyridin-3-yl)-benzaldehyde), C(C)(C)(C)OC(NC1CCNCC1)=O (Piperidin-4-yl-carbamic acid tert-butyl ester). Product: O1C[C@@H](OC2=NC=CC=C21)C2=CC=C(CN1CCC(CC1)N)C=C2 (1-[(S)-4-(2,3-Dihydro-[1,4]dioxino[2,3-b]pyridin-3-yl)-benzyl]-piperidin-4-ylamine). Reaction SMILES: [O:1]1[C:10]2[C:5](=[N:6][CH:7]=[CH:8][CH:9]=2)[O:4][C@@H:3]([C:11]2[CH:18]=[CH:17][C:14]([CH:15]=O)=[CH:13][CH:12]=2)[CH2:2]1.C(OC(=O)[NH:25][CH:26]1[CH2:31][CH2:30][NH:29][CH2:28][CH2:27]1)(C)(C)C>>[O:1]1[C:10]2[C:5](=[N:6][CH:7]=[CH:8][CH:9]=2)[O:4][C@@H:3]([C:11]2[CH:18]=[CH:17][C:14]([CH2:15][N:29]3[CH2:30][CH2:31][CH:26]([NH2:25])[CH2:27][CH2:28]3)=[CH:13][CH:12]=2)[CH2:2]1. Reported procedure: Intermediate M is prepared from Intermediate C and Piperidin-4-yl-carbamic acid tert-butyl ester according to Example 217. The product is C(C)(C)(C)OC(=O)N1CC=2C=C3C(=CC2CC1C(N[C@](CC1=CC=C(C=C1)C1=CC=C(C=C1)C#N)(C)C(=O)OC)=O)OC[C@@H](O3)C3=CC=C(C=C3)OCC3=CC(=C(C=C3)Cl)Cl ((S)-8-[(S)-2-(4′-Cyano-biphenyl-4-yl)-1-methoxycarbonyl-1-methyl-ethyl-carbamoyl]-3-[4-(3,4-dichloro-benzyloxy)-phenyl]-2,3,8,9-tetrahydro-6H-[1,4]dioxino[2,3-g]-isoquinoline-7-carboxylic acid tert-butyl ester). Procedure details: (S)-3-[4-(3,4-dichloro-benzyloxy)-phenyl]-2,3,8,9-tetrahydro-6H-[1,4]dioxino[2,3-g]isoquinoline-7,8-dicarboxylic acid 7-tert-butyl ester (100 mg) was coupled with (S)-2-amino-3-(4′-cyano-biphenyl-4-yl)-2-methyl-propionic acid methyl ester (50 mg) according to General Procedure L to give (S)-8-[(S)-2-(4′-Cyano-biphenyl-4-yl)-1-methoxycarbonyl-1-methyl-ethyl-carbamoyl]-3-[4-(3,4-dichloro-benzyloxy)-phenyl]-2,3,8,9-tetrahydro-6H-[1,4]dioxino[2,3-g]-isoquinoline-7-carboxylic acid tert-butyl ester (1... Isolated yield 72.3%. As a reaction SMILES: [C:1]([O:5][C:6]([N:8]1[CH:17]([C:18]([OH:20])=O)[CH2:16][C:15]2[CH:14]=[C:13]3[O:21][CH2:22][C@H:23]([C:25]4[CH:30]=[CH:29][C:28]([O:31][CH2:32][C:33]5[CH:38]=[CH:37][C:36]([Cl:39])=[C:35]([Cl:40])[CH:34]=5)=[CH:27][CH:26]=4)[O:24][C:12]3=[CH:11][C:10]=2[CH2:9]1)=[O:7])([CH3:4])([CH3:3])[CH3:2].[CH3:41][O:42][C:43](=[O:62])[C@:44]([NH2:61])([CH3:60])[CH2:45][C:46]1[CH:51]=[CH:50][C:49]([C:52]2[CH:57]=[CH:56][C:55]([C:58]#[N:59])=[CH:54][CH:53]=2)=[CH:48][CH:47]=1>>[C:1]([O:5][C:6]([N:8]1[CH:17]([C:18](=[O:20])[NH:61][C@@:44]([C:43]([O:42][CH3:41])=[O:62])([CH3:60])[CH2:45][C:46]2[CH:47]=[CH:48][C:49]([C:52]3[CH:57]=[CH:56][C:55]([C:58]#[N:59])=[CH:54][CH:53]=3)=[CH:50][CH:51]=2)[CH2:16][C:15]2[CH:14]=[C:13]3[O:21][CH2:22][C@H:23]([C:25]4[CH:30]=[CH:29][C:28]([O:31][CH2:32][C:33]5[CH:38]=[CH:37][C:36]([Cl:39])=[C:35]([Cl:40])[CH:34]=5)=[CH:27][CH:26]=4)[O:24][C:12]3=[CH:11][C:10]=2[CH2:9]1)=[O:7])([CH3:3])([CH3:2])[CH3:4]. Starting materials: C(C)(C)(C)OC(=O)N1CC=2C=C3C(=CC2CC1C(=O)O)OC[C@@H](O3)C3=CC=C(C=C3)OCC3=CC(=C(C=C3)Cl)Cl ((S)-3-[4-(3,4-dichloro-benzyloxy)-phenyl]-2,3,8,9-tetrahydro-6H-[1,4]dioxino[2,3-g]isoquinoline-7,8-dicarboxylic acid 7-tert-butyl ester), COC([C@@](CC1=CC=C(C=C1)C1=CC=C(C=C1)C#N)(C)N)=O ((S)-2-amino-3-(4′-cyano-biphenyl-4-yl)-2-methyl-propionic acid methyl ester). Reactants: Cl.C(N)(=N)N1CCC(CC1)CCC(=O)O (1-amidino-4-piperidinepropionic acid hydrochloride), N(C(=O)C)C1=C(C=CC=C1)O (o-acetaminophenol), C1(CCCCC1)N=C=NC1CCCCC1 (dicyclohexylcarbodiimide). Solvent: N1=CC=CC=C1 (pyridine). Reaction conditions: time 44 hour. Yields the product Cl.C(N)(=N)N1CCC(CC1)CCC(=O)OC1=C(C=CC=C1)NC(=O)C (o-acetaminophenyl 1-amidino-4-piperidinepropionate hydrochloride). Isolated yield 92.7%. As a reaction SMILES: [ClH:1].[C:2]([N:5]1[CH2:10][CH2:9][CH:8]([CH2:11][CH2:12][C:13]([OH:15])=[O:14])[CH2:7][CH2:6]1)(=[NH:4])[NH2:3].[NH:16]([C:20]1[CH:25]=[CH:24][CH:23]=[CH:22][C:21]=1O)[C:17]([CH3:19])=[O:18].C1(N=C=NC2CCCCC2)CCCCC1>N1C=CC=CC=1>[ClH:1].[C:2]([N:5]1[CH2:10][CH2:9][CH:8]([CH2:11][CH2:12][C:13]([O:15][C:21]2[CH:22]=[CH:23][CH:24]=[CH:25][C:20]=2[NH:16][C:17]([CH3:19])=[O:18])=[O:14])[CH2:7][CH2:6]1)(=[NH:3])[NH2:4] |f:0.1,5.6|. Procedure: A mixture of 4.0 g of 1-amidino-4-piperidinepropionic acid hydrochloride, 2.6 g of o-acetaminophenol was dissolved in 40 ml of dry pyridine. To the solution was added with ice-cooling and stirring 3.5 g of dicyclohexylcarbodiimide, and the resulting mixture was allowed to stand at room temperature for 44 hours. After removal of any insoluble materials, the solvent was removed under reduced pressure. The residue was washed with ethyl acetate, and dry ether was then added to the residue to give cr... The reactants are C[C@@H]1CN(C[C@@H](O1)C)C1=CC=C(C=C1)N1CCN(CC1)C1=CC=C(C(=O)O)C=C1 (4-[4-[4-(cis-2,6-dimethylmorpholin-4-yl)phenyl]piperazin-1-yl]benzoic acid), ON1N=NC2=C1C=CC=C2 (1-hydroxybenzotriazole), Cl.C(C)N=C=NCCCN(C)C (1-ethyl-3-(3′-dimethylaminopropyl)carbodiimide hydrochloride). The solvent is C(Cl)Cl (methylene chloride). Reaction conditions: time 4 hour. The product is N1(N=NC2=C1C=CC=C2)OC(C2=CC=C(C=C2)N2CCN(CC2)C2=CC=C(C=C2)N2C[C@H](O[C@H](C2)C)C)=O (4-[4-[4-(cis-2,6-dimethylmorpholin-4-yl)phenyl]piperazin-1-yl]benzoic acid benzotriazol-1-yl ester). The yield is 91.4%. Reaction SMILES: [CH3:1][C@H:2]1[O:7][C@@H:6]([CH3:8])[CH2:5][N:4]([C:9]2[CH:14]=[CH:13][C:12]([N:15]3[CH2:20][CH2:19][N:18]([C:21]4[CH:29]=[CH:28][C:24]([C:25]([OH:27])=[O:26])=[CH:23][CH:22]=4)[CH2:17][CH2:16]3)=[CH:11][CH:10]=2)[CH2:3]1.O[N:31]1[C:35]2[CH:36]=[CH:37][CH:38]=[CH:39][C:34]=2[N:33]=[N:32]1.Cl.C(N=C=NCCCN(C)C)C>C(Cl)Cl>[N:31]1([O:26][C:25](=[O:27])[C:24]2[CH:28]=[CH:29][C:21]([N:18]3[CH2:17][CH2:16][N:15]([C:12]4[CH:11]=[CH:10][C:9]([N:4]5[CH2:5][C@H:6]([CH3:8])[O:7][C@H:2]([CH3:1])[CH2:3]5)=[CH:14][CH:13]=4)[CH2:20][CH2:19]3)=[CH:22][CH:23]=2)[C:35]2[CH:36]=[CH:37][CH:38]=[CH:39][C:34]=2[N:33]=[N:32]1 |f:2.3|. Procedure details: A mixture of 4-[4-[4-(cis-2,6-dimethylmorpholin-4-yl)phenyl]piperazin-1-yl]benzoic acid (1.01 g), 1-hydroxybenzotriazole (370 mg) and 1-ethyl-3-(3′-dimethylaminopropyl)carbodiimide hydrochloride (986 mg) in methylene chloride (100 ml) was stirred for 4 hours at room temperature then evaporated under reduced pressure. Water was added to the residue and the resulting precipitate collected by filtration, washed with water, then dried under hi-vacuum to give 4-[4-[4-(cis-2,6-dimethylmorpholin-4-yl)p... Reactants: [Na] (sodium), CO (methanol), C(C1=CC=CC=C1)OCCC1C(C1)(C(=C(Cl)Cl)Cl)Cl (2-(2-benzyloxyethyl)-1-chloro-1-(1,2,2-trichlorovinyl)cyclopropane), CO (methanol), O (water). Conditions: time 45 minute. Product: C(C1=CC=CC=C1)OCCC1C(C1)=C(C(=O)OC)Cl (methyl [2-(2-benzyloxyethyl)cyclo-propylidene]chloroacetate). As a reaction SMILES: [CH2:1]([O:8][CH2:9][CH2:10][CH:11]1[CH2:13][C:12]1(Cl)[C:14]([Cl:18])=[C:15](Cl)Cl)[C:2]1[CH:7]=[CH:6][CH:5]=[CH:4][CH:3]=1.[Na].[OH2:21].[CH3:22][OH:23]>>[CH2:1]([O:8][CH2:9][CH2:10][CH:11]1[CH2:13][C:12]1=[C:14]([Cl:18])[C:15]([O:23][CH3:22])=[O:21])[C:2]1[CH:7]=[CH:6][CH:5]=[CH:4][CH:3]=1 |^1:19|. Procedure details: At 0° C., a solution of 62.9 g (185 mmol) of J, 2-(2-benzyloxyethyl)-1-chloro-1-(1,2,2-trichlorovinyl)cyclopropane, in 50 ml of anhydrous methanol is slowly added dropwise with stirring to a freshly prepared solution of 34.0 g of sodium (1.48 mol, 8 equivalents) in 250 ml of methanol. The mixture is then heated at reflux for 2 d. After cooling to room temperature, the mixture is admixed with 700 ml of water and extracted with diethyl ether. The combined organic phases are concentrated under redu... Starting materials: OC=1C=CC(=C(C1)C1=CC=CC=C1)OC(C(=O)O)(C)C (2-(5-hydroxy-biphenyl-2-yloxy)-2-methyl-propionic acid), CC1=C(N=C(O1)C1=CC=C(C=C1)C1=CC=CC=C1)CCOS(=O)(=O)C1=CC=C(C=C1)C (toluene-4-sulfonic acid 2-(5-methyl-2-biphenyl-4-yl-oxazol-4-yl)ethyl ester), 1,5,7-triazobicyclo[4.4.0]dec-5-ene, polystyrene. The solvent is CCO (EtOH). Run at temperature 67.5 celsius. The product is C1(=CC=C(C=C1)C=1OC(=C(N1)CCOC=1C=CC(=C(C1)C1=CC=CC=C1)OC(C(=O)O)(C)C)C)C1=CC=CC=C1 (2-{5-[2-(2-Biphenyl-4-yl-5-methyloxazol-4-yl)-ethoxy]-biphenyl-2-yloxy}-2-methyl-propionic acid). RXN SMILES: [OH:1][C:2]1[CH:3]=[CH:4][C:5]([O:14][C:15]([CH3:20])([CH3:19])[C:16]([OH:18])=[O:17])=[C:6]([C:8]2[CH:13]=[CH:12][CH:11]=[CH:10][CH:9]=2)[CH:7]=1.[CH3:21][C:22]1[O:26][C:25]([C:27]2[CH:32]=[CH:31][C:30]([C:33]3[CH:38]=[CH:37][CH:36]=[CH:35][CH:34]=3)=[CH:29][CH:28]=2)=[N:24][C:23]=1[CH2:39][CH2:40]OS(C1C=CC(C)=CC=1)(=O)=O>CCO>[C:30]1([C:33]2[CH:34]=[CH:35][CH:36]=[CH:37][CH:38]=2)[CH:31]=[CH:32][C:27]([C:25]2[O:26][C:22]([CH3:21])=[C:23]([CH2:39][CH2:40][O:1][C:2]3[CH:3]=[CH:4][C:5]([O:14][C:15]([CH3:20])([CH3:19])[C:16]([OH:18])=[O:17])=[C:6]([C:8]4[CH:13]=[CH:12][CH:11]=[CH:10][CH:9]=4)[CH:7]=3)[N:24]=2)=[CH:28][CH:29]=1. Procedure: A mixture of 2-(5-hydroxy-biphenyl-2-yloxy)-2-methyl-propionic acid (80 mg, 0.26 mmol), toluene-4-sulfonic acid 2-(5-methyl-2-biphenyl-4-yl-oxazol-4-yl)ethyl ester (0.22 mmol) (see Ex. 1, part F), and 1,5,7-triazobicyclo[4.4.0]dec-5-ene bound to polystyrene (200 mg, 2.6 mmol/g resin, Fluka) was diluted with absolute EtOH (2 mL) and was heated at 65-70° C. for 20 h. The warm mixture was filtered through a cotton plug, and the resin was washed with EtOH (2 mL). The combined filtrates were treated ... The reactants are steroid, corticosteroid, S-(fluromethyl)6α,9-difluoro-11β-17-dihydroxy-16α-methyl-3-oxoandrosta-1,4-diene-17β-carbothioate, CCC(=O)O[C@@]1([C@@H](C[C@@H]2[C@@]1(C[C@@H]([C@]3([C@H]2C[C@@H](C4=CC(=O)C=C[C@@]43C)F)F)O)C)C)C(=O)SCF (Fluticasone propionate), CCC(=O)O[C@@]1([C@@H](C[C@@H]2[C@@]1(C[C@@H]([C@]3([C@H]2C[C@@H](C4=CC(=O)C=C[C@@]43C)F)F)O)C)C)C(=O)SCF (fluticasone propionate), CCC(=O)O[C@@]1([C@@H](C[C@@H]2[C@@]1(C[C@@H]([C@]3([C@H]2C[C@@H](C4=CC(=O)C=C[C@@]43C)F)F)O)C)C)C(=O)SCF (Fluticasone propionate), 17-propionate. Run in CN(C=O)C (dimethylformamide), C(C)O (ethanol), O (water), CO (methanol), CS(=O)C (dimethyl sulfoxide). Yields the product C[C@@H]1C[C@H]2[C@@H]3C[C@@H](C4=CC(=O)C=C[C@@]4([C@]3([C@H](C[C@@]2([C@]1(C(=O)SCF)O)C)O)F)C)F (Fluticasone). Reaction SMILES: CCC([O:5][C@@:6]1([C:30]([S:32][CH2:33][F:34])=[O:31])[C@@:10]2([CH3:28])[CH2:11][C@H:12]([OH:27])[C@:13]3([F:26])[C@:23]4([CH3:24])[C:17](=[CH:18][C:19]([CH:21]=[CH:22]4)=[O:20])[C@@H:16]([F:25])[CH2:15][C@H:14]3[C@@H:9]2[CH2:8][C@H:7]1[CH3:29])=O>O.CS(C)=O.CN(C)C=O.CO.C(O)C>[CH3:29][C@H:7]1[C@:6]([OH:5])([C:30]([S:32][CH2:33][F:34])=[O:31])[C@:10]2([CH3:28])[C@H:9]([C@H:14]3[C@:13]([F:26])([C@@H:12]([OH:27])[CH2:11]2)[C@:23]2([CH3:24])[C:17](=[CH:18][C:19]([CH:21]=[CH:22]2)=[O:20])[C@@H:16]([F:25])[CH2:15]3)[CH2:8]1. Reported procedure: Preferably, the intranasal steroid of the present formulations is fluticasone propionate. Fluticasone propionate is a synthetic corticosteroid and has the empirical formula C25H31F3O5S. It has the chemical name S-(fluromethyl)6α,9-difluoro-11β-17-dihydroxy-16α-methyl-3-oxoandrosta-1,4-diene-17β-carbothioate, 17-propionate. Fluticasone propionate is a white to off-white powder with a molecular weight of 500.6 and is practically insoluble in water, freely soluble in dimethyl sulfoxide and dimethyl... The reactants are C1(=CC=CC=C1)OC(NC=1C(=NC(=C(C1)CC)C)OC)=O (Phenyl-N-(5-ethyl-2-methoxy-6-methylpyridin-3-yl)carbamate), COC1=C(C=CC=C1)N1CCNCC1 (1-(2-methoxyphenyl)piperazine). Yields the product C(C)C=1C=C(C(=NC1C)OC)CCNC(=O)N1CCN(CC1)C1=C(C=CC=C1)OC (1-{[2-(5-ethyl-2-methoxy-6-methylpyridin-3-yl)ethyl]aminocarbonyl}-4-(2-methoxyphenyl)piperazine). Yield: 63.0%. RXN SMILES: C1(OC(=O)N[C:10]2[C:11]([O:19][CH3:20])=[N:12][C:13]([CH3:18])=[C:14]([CH2:16][CH3:17])[CH:15]=2)C=CC=CC=1.[CH3:22][O:23][C:24]1[CH:29]=[CH:28][CH:27]=[CH:26][C:25]=1[N:30]1[CH2:35][CH2:34][NH:33][CH2:32][CH2:31]1>>[CH2:16]([C:14]1[CH:15]=[C:10]([CH2:14][CH2:13][NH:12][C:11]([N:33]2[CH2:34][CH2:35][N:30]([C:25]3[CH:26]=[CH:27][CH:28]=[CH:29][C:24]=3[O:23][CH3:22])[CH2:31][CH2:32]2)=[O:19])[C:11]([O:19][CH3:20])=[N:12][C:13]=1[CH3:18])[CH3:17]. Procedure: Phenyl-N-(5-ethyl-2-methoxy-6-methylpyridin-3-yl)carbamate and 1-(2-methoxyphenyl)piperazine were reacted by the same way with the example 1 to obtain the titled compound.